Task: describe an organic reaction: reactants, conditions, products, and yield. Dataset: the Open Reaction Database (ORD), a public repository of structured organic reaction records Starting materials: CC(C)(C)c1ccc(B(O)O)cc1, CC(=O)[O-], CC(=O)[O-], CCOC(C)=O, CCCC(=O)Nc1nn(COCC[Si](C)(C)C)c2cc(Cl)ccc12, [Cs+], [F-], C1COCCO1, [Pd+2]. Yields the product CCCC(=O)Nc1nn(COCC[Si](C)(C)C)c2cc(-c3ccc(C(C)(C)C)cc3)ccc12. RXN SMILES: [C:1]([CH3:2])([CH3:3])([CH3:4])[c:5]1[cH:6][cH:7][c:8]([B:11]([OH:12])[OH:13])[cH:9][cH:10]1.[C:52]([O-:53])(=[O:54])[CH3:55].[C:57]([O-:58])(=[O:59])[CH3:60].[CH3:46][CH2:47][O:48][C:49](=[O:50])[CH3:51].[Cl:16][c:17]1[cH:18][cH:19][c:20]2[c:21]([NH:34][C:35]([CH2:36][CH2:37][CH3:38])=[O:39])[n:22][n:23]([CH2:26][O:27][CH2:28][CH2:29][Si:30]([CH3:31])([CH3:32])[CH3:33])[c:24]2[cH:25]1.[Cs+:15].[F-:14].[O:40]1[CH2:41][CH2:42][O:43][CH2:44][CH2:45]1.[Pd+2:56]>>[C:1]([CH3:2])([CH3:3])([CH3:4])[c:5]1[cH:6][cH:7][c:8](-[c:17]2[cH:18][cH:19][c:20]3[c:21]([NH:34][C:35]([CH2:36][CH2:37][CH3:38])=[O:39])[n:22][n:23]([CH2:26][O:27][CH2:28][CH2:29][Si:30]([CH3:31])([CH3:32])[CH3:33])[c:24]3[cH:25]2)[cH:9][cH:10]1. The reagents and catalysts are [Ni] (Raney nickel). Run in CO.N (CH3OH NH3). The product is NC(C=1C=C2C(=CC(N(C2=CC1)C)=O)C1=CC(=CC=C1)Cl)(C1=CN=CN1C)C1=CC=C(C=C1)CN (6-[amino[4-(aminomethyl)phenyl](1-methyl-1H-imidazol-5-yl)methyl]-4-(3-chlorophenyl)-1-methyl-2(1H)-quinolinone). Reported procedure: Raney nickel (0.55 g) was added to a mixture of 4-[amino[4-(3-chlorophenyl)-1,2-dihydro-1-methyl-2-oxo-6-quinolinyl](1-methyl-1H-imidazol-5-yl)methyl]-benzonitrile, (0.0011 mol) in CH3OH/NH3 7N (12 ml) under N2 flow. The mixture was hydrogenated overnight under a 5 bar pressure, then filtered over celite. The filtrate was evaporated. The residue was purified by column chromatography over silica gel (eluent: CH2Cl2/CH3OH/NH4OH 92/8/0.5; 15–40 μm). The pure fractions were collected and the solvent... Reaction conditions: time 8 hour. RXN SMILES: [NH2:1][C:2]([C:17]1[CH:18]=[C:19]2[C:24](=[CH:25][CH:26]=1)[N:23]([CH3:27])[C:22](=[O:28])[CH:21]=[C:20]2[C:29]1[CH:34]=[CH:33][CH:32]=[C:31]([Cl:35])[CH:30]=1)([C:11]1[N:15]([CH3:16])[CH:14]=[N:13][CH:12]=1)[C:3]1[CH:10]=[CH:9][C:6]([C:7]#[N:8])=[CH:5][CH:4]=1>[Ni].CO.N>[NH2:1][C:2]([C:3]1[CH:4]=[CH:5][C:6]([CH2:7][NH2:8])=[CH:9][CH:10]=1)([C:11]1[N:15]([CH3:16])[CH:14]=[N:13][CH:12]=1)[C:17]1[CH:18]=[C:19]2[C:24](=[CH:25][CH:26]=1)[N:23]([CH3:27])[C:22](=[O:28])[CH:21]=[C:20]2[C:29]1[CH:34]=[CH:33][CH:32]=[C:31]([Cl:35])[CH:30]=1 |f:2.3|. The reactants are NC(C1=CC=C(C#N)C=C1)(C1=CN=CN1C)C=1C=C2C(=CC(N(C2=CC1)C)=O)C1=CC(=CC=C1)Cl (4-[amino[4-(3-chlorophenyl)-1,2-dihydro-1-methyl-2-oxo-6-quinolinyl](1-methyl-1H-imidazol-5-yl)methyl]-benzonitrile).